Dataset: the Open Reaction Database (ORD), a public repository of structured organic reaction records. Task: describe an organic reaction: reactants, conditions, products, and yield The reactants are O.NN (Hydrazine monohydrate), FC1=C2C=C(NC2=CC=C1N1C(C=2C(C1=O)=CC=CC2)=O)C (4-Fluoro-2-methyl-5-phthalimidoindole), C(C=1C(C(=O)NN)=CC=CC1)(=O)NN (phthalhydrazide). The solvent is CO (methanol). Conditions: time 2 hour. Product: NC=1C(=C2C=C(NC2=CC1)C)F (5-amino-4-fluoro-2-methylindole). Yield: 76.1%. RXN SMILES: [F:1][C:2]1[C:10]([N:11]2C(=O)C3=CC=CC=C3C2=O)=[CH:9][CH:8]=[C:7]2[C:3]=1[CH:4]=[C:5]([CH3:22])[NH:6]2.O.NN.C(NN)(=O)C1C(=CC=CC=1)C(NN)=O>CO>[NH2:11][C:10]1[C:2]([F:1])=[C:3]2[C:7](=[CH:8][CH:9]=1)[NH:6][C:5]([CH3:22])=[CH:4]2 |f:1.2|. Procedure: 4-Fluoro-2-methyl-5-phthalimidoindole (1.2, 4 mmol) was dissolved in methanol (30 ml). Hydrazine monohydrate (260 μl, 5.3 mmol) was added and the reaction mixture was stirred at ambient temperature for 2 hours. The solvent was evaporated off and the residue taken up in methylene chloride. The phthalhydrazide by-product was removed by filtration and the filtrate purified by flash chromatography 0.5% methanol in methylene chloride. Evaporation of the solvent gave a white solid which contained trac...